Dataset: the Open Reaction Database (ORD), a public repository of structured organic reaction records. Task: describe an organic reaction: reactants, conditions, products, and yield The reactants are ClC1=NC(=CC(=C1)C1CCN(CC1)C1COC1)Cl (2,6-dichloro-4-[1-(oxetan-3-yl)-4-piperidyl]pyridine), FC(C1=CC(=NC=C1)N)F (4-(difluoromethyl)pyridin-2-amine), C([O-])([O-])=O.[Cs+].[Cs+] (cesium carbonate). Reagents/catalysts: C=1C=CC(=CC1)/C=C/C(=O)/C=C/C2=CC=CC=C2.C=1C=CC(=CC1)/C=C/C(=O)/C=C/C2=CC=CC=C2.C=1C=CC(=CC1)/C=C/C(=O)/C=C/C2=CC=CC=C2.[Pd].[Pd] (tris(dibenzylideneacetone)dipalladium(0)), C1(=CC=CC=C1)P(C1=CC=CC=2C(C3=CC=CC(=C3OC12)P(C1=CC=CC=C1)C1=CC=CC=C1)(C)C)C1=CC=CC=C1 (4,5-bis(diphenylphosphino)-9,9-dimethylxanthene). Conditions: temperature 80 celsius, time 22 hour. Product: ClC1=CC(=CC(=N1)NC1=NC=CC(=C1)C(F)F)C1CCN(CC1)C1COC1 (6-chloro-N-(4-(difluoromethyl)pyridin-2-yl)-4-(1-(oxetan-3-yl)piperidin-4-yl)pyridin-2-amine). Isolated yield 77.1%. RXN SMILES: Cl[C:2]1[CH:7]=[C:6]([CH:8]2[CH2:13][CH2:12][N:11]([CH:14]3[CH2:17][O:16][CH2:15]3)[CH2:10][CH2:9]2)[CH:5]=[C:4]([Cl:18])[N:3]=1.[F:19][CH:20]([F:28])[C:21]1[CH:26]=[CH:25][N:24]=[C:23]([NH2:27])[CH:22]=1.C(=O)([O-])[O-].[Cs+].[Cs+]>C1C=CC(/C=C/C(/C=C/C2C=CC=CC=2)=O)=CC=1.C1C=CC(/C=C/C(/C=C/C2C=CC=CC=2)=O)=CC=1.C1C=CC(/C=C/C(/C=C/C2C=CC=CC=2)=O)=CC=1.[Pd].[Pd].C1(P(C2C=CC=CC=2)C2C3OC4C(=CC=CC=4P(C4C=CC=CC=4)C4C=CC=CC=4)C(C)(C)C=3C=CC=2)C=CC=CC=1>[Cl:18][C:4]1[N:3]=[C:2]([NH:27][C:23]2[CH:22]=[C:21]([CH:20]([F:28])[F:19])[CH:26]=[CH:25][N:24]=2)[CH:7]=[C:6]([CH:8]2[CH2:13][CH2:12][N:11]([CH:14]3[CH2:17][O:16][CH2:15]3)[CH2:10][CH2:9]2)[CH:5]=1 |f:2.3.4,5.6.7.8.9|. Reported procedure: A round-bottomed flask was charged with 2,6-dichloro-4-[1-(oxetan-3-yl)-4-piperidyl]pyridine (1.00 g, 3.48 mmol), 4-(difluoromethyl)pyridin-2-amine (502 mg, 3.48 mmol), tris(dibenzylideneacetone)dipalladium(0) (82.2 mg, 2.5 mol %), 4,5-bis(diphenylphosphino)-9,9-dimethylxanthene (125 mg, 6 mol %) and cesium carbonate (1.59 g, 4.87 mmol). The flask was sealed with a septum and purged with nitrogen gas before injecting anhydrous 1,4-dioxane (14 mL, 0.25 M). The reaction mixture was stirred at 80° ...